From a dataset of the Open Reaction Database (ORD), a public repository of structured organic reaction records. describe an organic reaction: reactants, conditions, products, and yield The reactants are CO, Cl, [H][H], CCCCc1nc2c(N)nc3ccccc3c2n1CCCCNS(=O)(=O)c1ccc([N+](=O)[O-])cc1. Product: Cl, CCCCc1nc2c(N)nc3ccccc3c2n1CCCCNS(=O)(=O)c1ccc(N)cc1. As a reaction SMILES: [CH3:39][OH:40].[ClH:1].[H:37][H:38].[NH2:2][c:3]1[n:4][c:5]2[cH:6][cH:7][cH:8][cH:9][c:10]2[c:11]2[c:12]1[n:13][c:14]([CH2:33][CH2:34][CH2:35][CH3:36])[n:15]2[CH2:16][CH2:17][CH2:18][CH2:19][NH:20][S:21](=[O:22])(=[O:23])[c:24]1[cH:25][cH:26][c:27]([N+:30]([O-:31])=[O:32])[cH:28][cH:29]1>>[ClH:1].[NH2:2][c:3]1[n:4][c:5]2[cH:6][cH:7][cH:8][cH:9][c:10]2[c:11]2[c:12]1[n:13][c:14]([CH2:33][CH2:34][CH2:35][CH3:36])[n:15]2[CH2:16][CH2:17][CH2:18][CH2:19][NH:20][S:21](=[O:22])(=[O:23])[c:24]1[cH:25][cH:26][c:27]([NH2:30])[cH:28][cH:29]1.